From a dataset of the Open Reaction Database (ORD), a public repository of structured organic reaction records. describe an organic reaction: reactants, conditions, products, and yield Reactants: CN(C)C=O, Cc1ccc(-c2cc(C(=O)O)on2)cc1, O=S(Cl)Cl. Yields the product Cc1ccc(-c2cc(C(=O)O)on2)cc1, [Cl-]. RXN SMILES: [CH3:20][N:21]([CH3:22])[CH:23]=[O:24].[CH3:5][c:6]1[cH:7][cH:8][c:9](-[c:12]2[n:13][o:14][c:15]([C:17](=[O:18])[OH:19])[cH:16]2)[cH:10][cH:11]1.[S:1]([Cl:2])([Cl:3])=[O:4]>>[CH3:5][c:6]1[cH:7][cH:8][c:9](-[c:12]2[n:13][o:14][c:15]([C:17](=[O:18])[OH:19])[cH:16]2)[cH:10][cH:11]1.[Cl-:3]. Reactants: CC(C)(C)OC(=O)C(C1NC(C(=O)OCc2ccccc2)C2(CCSCC2)S1)N1C(=O)c2ccccc2C1=O, CN(C)C=O, Cl, NN, O. Product: CC(C)(C)OC(=O)C(N)C1NC(C(=O)OCc2ccccc2)C2(CCSCC2)S1, Cl. Reaction SMILES: [CH2:4]([c:5]1[cH:6][cH:7][cH:8][cH:9][cH:10]1)[O:11][C:12](=[O:13])[CH:14]1[NH:15][CH:16]([CH:24]([C:25](=[O:26])[O:27][C:28]([CH3:29])([CH3:30])[CH3:31])[N:32]2[C:33](=[O:34])[c:35]3[cH:36][cH:37][cH:38][cH:39][c:40]3[C:41]2=[O:42])[S:17][C:18]12[CH2:19][CH2:20][S:21][CH2:22][CH2:23]2.[CH3:44][N:45]([CH3:46])[CH:47]=[O:48].[ClH:43].[NH2:2][NH2:3].[OH2:1]>>[CH2:4]([c:5]1[cH:6][cH:7][cH:8][cH:9][cH:10]1)[O:11][C:12](=[O:13])[CH:14]1[NH:15][CH:16]([CH:24]([C:25](=[O:26])[O:27][C:28]([CH3:29])([CH3:30])[CH3:31])[NH2:32])[S:17][C:18]12[CH2:19][CH2:20][S:21][CH2:22][CH2:23]2.[ClH:43].